This data is from the Open Reaction Database (ORD), a public repository of structured organic reaction records. The task is: describe an organic reaction: reactants, conditions, products, and yield Starting materials: FC1=CC=C(C=C1)C1CCC(N1S(=O)(=O)C1=CC=C(C=C1)C)CCCC#N ((2RS,5RS)-4-[5-(4-fluoro-phenyl)-1-(toluene-4-sulfonyl)-pyrrolidin-2-yl]-butyronitrile), S(O)(O)(=O)=O (sulfuric acid). Run in ice water. Conditions: time 17 hour. Product: FC1=CC=C(C=C1)C1CCC(N1S(=O)(=O)C1=CC=C(C=C1)C)CCCC(=O)N ((2RS,5RS)-4-[5-(4-Fluoro-phenyl)-1-(toluene-4-sulfonyl)-pyrrolidin-2-yl]-butyramide). As a reaction SMILES: [F:1][C:2]1[CH:7]=[CH:6][C:5]([CH:8]2[N:12]([S:13]([C:16]3[CH:21]=[CH:20][C:19]([CH3:22])=[CH:18][CH:17]=3)(=[O:15])=[O:14])[CH:11]([CH2:23][CH2:24][CH2:25][C:26]#[N:27])[CH2:10][CH2:9]2)=[CH:4][CH:3]=1.S(=O)(=O)(O)[OH:29]>>[F:1][C:2]1[CH:3]=[CH:4][C:5]([CH:8]2[N:12]([S:13]([C:16]3[CH:17]=[CH:18][C:19]([CH3:22])=[CH:20][CH:21]=3)(=[O:15])=[O:14])[CH:11]([CH2:23][CH2:24][CH2:25][C:26]([NH2:27])=[O:29])[CH2:10][CH2:9]2)=[CH:6][CH:7]=1. Procedure details: A mixture of (2RS,5RS)-4-[5-(4-fluoro-phenyl)-1-(toluene-4-sulfonyl)-pyrrolidin-2-yl]-butyronitrile (2.0 g, 5.17 mmol) and conc. sulfuric acid (20 ml) was stirred at RT for 17 h, poured into 150 ml ice/water and extracted with ethyl acetate (2×100 ml). The combined organic layers were washed with water (100 ml), dried (MgSO4) and evaporated to give the title compound as a white foam, MS: m/e=404 (M+). Reactants: Cl, COCOCc1csc2c1S(=O)(=O)N=C(C1=C(O)C3C4CCC(C4)C3N(Cc3ccc(F)cc3)C1=O)N2, C1COCCO1. The product is O=C1C(C2=NS(=O)(=O)c3c(CO)csc3N2)=C(O)C2C3CCC(C3)C2N1Cc1ccc(F)cc1. Reaction SMILES: [ClH:38].[F:1][c:2]1[cH:3][cH:4][c:5]([CH2:6][N:7]2[CH:8]3[CH:9]4[CH2:10][CH2:11][CH:12]([CH:13]3[C:14]([OH:34])=[C:15]([C:18]3=[N:19][S:20](=[O:32])(=[O:33])[c:21]5[c:22]([s:24][cH:25][c:26]5[CH2:27][O:28][CH2:29][O:30][CH3:31])[NH:23]3)[C:16]2=[O:17])[CH2:35]4)[cH:36][cH:37]1.[O:39]1[CH2:40][CH2:41][O:42][CH2:43][CH2:44]1>>[F:1][c:2]1[cH:3][cH:4][c:5]([CH2:6][N:7]2[CH:8]3[CH:9]4[CH2:10][CH2:11][CH:12]([CH:13]3[C:14]([OH:34])=[C:15]([C:18]3=[N:19][S:20](=[O:32])(=[O:33])[c:21]5[c:22]([s:24][cH:25][c:26]5[CH2:27][OH:28])[NH:23]3)[C:16]2=[O:17])[CH2:35]4)[cH:36][cH:37]1. The solvent is ClCCl (dichloromethane), ClCCl (dichloromethane), ClCCl (dichloromethane), ClCCl (dichloromethane). Procedure details: 10.00 kg (73.42 mol) of 3,5-dimethylanisol (A) were dissolved in 35.0 L of dichloromethane. After cooling to −15±5° C. a solution of 17.46 kg (149.86 mol) of chlorosulphonic acid in 20.0 L dichloromethane was metered in and the mixture was stirred for approx. another 30 minutes at −15±5° C. Then the reaction mixture was metered into a solution of 15.0 kg sodium chloride in 85.0 L of water that had been cooled to −7±5° C., and diluted with 15.0 L of dichloromethane. The organic phase was separate... RXN SMILES: [CH3:1][C:2]1[CH:3]=[C:4]([O:9][CH3:10])[CH:5]=[C:6]([CH3:8])[CH:7]=1.Cl[S:12]([OH:15])(=O)=[O:13].[Cl-].[Na+].[CH3:18][NH:19][CH:20](O)[CH3:21].Cl.[OH2:24]>ClCCl>[OH:24][CH2:21][CH2:20][N:19]([CH3:18])[S:12]([C:7]1[C:6]([CH3:8])=[CH:5][C:4]([O:9][CH3:10])=[CH:3][C:2]=1[CH3:1])(=[O:15])=[O:13] |f:2.3|. Product: OCCN(S(=O)(=O)C1=C(C=C(C=C1C)OC)C)C (N-(2-hydroxy-ethyl)-4-methoxy-2,6,N-trimethyl-benzenesulphonamide). Reactants: O (water), CNC(C)O (N-methylaminoethanol), Cl (HCl), ClS(=O)(=O)O (chlorosulphonic acid), O (water), [Cl-].[Na+] (sodium chloride), CC=1C=C(C=C(C1)C)OC (3,5-dimethylanisol). Conditions: temperature -7 celsius, time 30 minute. The reactants are C(C)(C)(C)C1=NN(C(=C1)NC(=O)N[C@H]1CC[C@H](C2=CC=CC=C12)OC=1C=CC=2N(C1)C(=NN2)N2[C@H](CCCC2)C)C=2C=C(C=CC2)CCOS(=O)(=O)C (Methanesulfonic acid 2-{3-[3-tert-butyl-5-(3-{(1S,4R)-4-[3-((S)-2-methyl-piperidin-1-yl)-[1,2,4]triazolo[4,3-a]pyridin-6-yloxy]-1,2,3,4-tetrahydro-naphthalen-1-yl}-ureido)-pyrazol-1-yl]-phenyl}-ethyl ester), CNC (dimethylamine), C1CCOC1 (THF). Product: C(=O)O.C(C)(C)(C)C=1C=C(N(N1)C1=CC(=CC=C1)CCN(C)C)NC(=O)N[C@H]1CC[C@H](C2=CC=CC=C12)OC=1C=CC=2N(C1)C(=NN2)N2[C@H](CCCC2)C (1-{5-tert-Butyl-2-[3-(2-dimethylamino-ethyl)-phenyl]-2H-pyrazol-3-yl}-3-{(1S,4R)-4-[3-((S)-2-methyl-piperidin-1-yl)-[1,2,4]triazolo[4,3-a]pyridin-6-yloxy]-1,2,3,4-tetrahydro-naphthalen-1-yl}-urea formate salt), solid. Yield: 41.0%. As a reaction SMILES: [C:1]([C:5]1[CH:9]=[C:8]([NH:10][C:11]([NH:13][C@@H:14]2[C:23]3[C:18](=[CH:19][CH:20]=[CH:21][CH:22]=3)[C@H:17]([O:24][C:25]3[CH:26]=[CH:27][C:28]4[N:29]([C:31]([N:34]5[CH2:39][CH2:38][CH2:37][CH2:36][C@@H:35]5[CH3:40])=[N:32][N:33]=4)[CH:30]=3)[CH2:16][CH2:15]2)=[O:12])[N:7]([C:41]2[CH:42]=[C:43]([CH2:47][CH2:48][O:49]S(C)(=O)=O)[CH:44]=[CH:45][CH:46]=2)[N:6]=1)([CH3:4])([CH3:3])[CH3:2].[CH3:54][NH:55][CH3:56].C1C[O:60]CC1>>[CH:48]([OH:49])=[O:60].[C:1]([C:5]1[CH:9]=[C:8]([NH:10][C:11]([NH:13][C@@H:14]2[C:23]3[C:18](=[CH:19][CH:20]=[CH:21][CH:22]=3)[C@H:17]([O:24][C:25]3[CH:26]=[CH:27][C:28]4[N:29]([C:31]([N:34]5[CH2:39][CH2:38][CH2:37][CH2:36][C@@H:35]5[CH3:40])=[N:32][N:33]=4)[CH:30]=3)[CH2:16][CH2:15]2)=[O:12])[N:7]([C:41]2[CH:46]=[CH:45][CH:44]=[C:43]([CH2:47][CH2:48][N:55]([CH3:56])[CH3:54])[CH:42]=2)[N:6]=1)([CH3:2])([CH3:4])[CH3:3] |f:3.4|. Procedure: A solution of Intermediate 131d (44.5 mg, 0.06 mmol) and dimethylamine solution (2M in THF, 0.6 mL, 1.2 mmol) in THF (1 mL) was stirred at 60° C. for 20 h in a sealed tube. The mixture was concentrated in vacuo and the residue purified by MDAP (Method 7). The title product was isolated as an off-white solid (18 mg, 41%). LCMS (Method 5): Rt 3.63 min, m/z 690.6 [MH+]. 1H NMR (400 MHz, d6-DMSO): 0.91 (3H, d, J=6.3 Hz), 1.28 (9H, s), 1.47-1.55 (2H, m), 1.63-1.71 (2H, m), 1.75-1.97 (4H, m), 2.00-2.1... Starting materials: Cl.BrC1=C(C(=C(C=C1)NN)F)C(F)(F)F ((4-Bromo-2-fluoro-3-trifluoromethyl-phenyl)-hydrazine hydrochloride), COC(=O)C1=CC2CCCC(C2C=C1O)=O (3-hydroxy-5-oxo-4a,5,6,7,8,8a-hexahydro-naphthalene-2-carboxylic acid methyl ester). Reagents/catalysts: [Cl-].[Cl-].[Zn+2] (ZnCl2). Run in C(C)(=O)O (acetic acid). Conditions: temperature 105 celsius. The product is COC(=O)C1=CC2=C(C=3NC4=C(C(=C(C=C4C3CC2)Br)C(F)(F)F)F)C=C1O (8-Bromo-10-fluoro-2-hydroxy-9-trifluoromethyl-5,11-dihydro-6H-benzo[a]carbazole-3-carboxylic acid methyl ester). Isolated yield 65.9%. Reaction SMILES: Cl.[Br:2][C:3]1[CH:8]=[CH:7][C:6]([NH:9]N)=[C:5]([F:11])[C:4]=1[C:12]([F:15])([F:14])[F:13].[CH3:16][O:17][C:18]([C:20]1[C:29]([OH:30])=[CH:28][CH:27]2[CH:22]([CH2:23][CH2:24][CH2:25][C:26]2=O)[CH:21]=1)=[O:19]>[Cl-].[Cl-].[Zn+2].C(O)(=O)C>[CH3:16][O:17][C:18]([C:20]1[C:29]([OH:30])=[CH:28][C:27]2[C:26]3[NH:9][C:6]4[C:7]([C:25]=3[CH2:24][CH2:23][C:22]=2[CH:21]=1)=[CH:8][C:3]([Br:2])=[C:4]([C:12]([F:15])([F:14])[F:13])[C:5]=4[F:11])=[O:19] |f:0.1,3.4.5|. Procedure details: A sample of (4-Bromo-2-fluoro-3-trifluoromethyl-phenyl)-hydrazine hydrochloride (199 mg, 642 μmol) and 3-hydroxy-5-oxo-4a,5,6,7,8,8a-hexahydro-naphthalene-2-carboxylic acid methyl ester (141 mg, 642 μmol) are treated with anhydrous ZnCl2 (219 mg, 1.60 mmol) and acetic acid (8 mL). The reaction is heated to 105° C. overnight. After cooling to room temperature, the solvent is removed by rotary evaporation. The reaction is then treated with ethyl acetate and extracted with 1 M HCl twice. The organi... The reactants are C(C)OC(=O)C=1C=NC=2CCCC(C2C1O)=NO (4-Hydroxy-5-hydroxyimino-5,6,7,8-tetrahydroquinoline-3-carboxylic Acid Ethyl Ester), [OH-].[Na+] (Sodium hydroxide), Cl (hydrochloric acid). The solvent is O (water). Conditions: temperature 90 celsius, time 2 hour. Product: OC1=C(C=NC=2CCCC(C12)=NO)C(=O)O (4-Hydroxy-5-hydroxyimino-5,6,7,8-tetrahydroquinoline-3-carboxylic Acid). The yield is 90.1%. Reaction SMILES: [OH-].[Na+].C([O:5][C:6]([C:8]1[CH:9]=[N:10][C:11]2[CH2:12][CH2:13][CH2:14][C:15](=[N:19][OH:20])[C:16]=2[C:17]=1[OH:18])=[O:7])C.Cl>O>[OH:18][C:17]1[C:16]2[C:15](=[N:19][OH:20])[CH2:14][CH2:13][CH2:12][C:11]=2[N:10]=[CH:9][C:8]=1[C:6]([OH:7])=[O:5] |f:0.1|. Procedure details: Sodium hydroxide (1 g) was dissolved in 30 ml of water, and 1.5 g of the 4-hydroxy-5-hydroxyimino-5,6,7,8-tetrahydroquinoline-3-carboxylic acid ethyl ester obtained in Example 3 was added thereto. The resulting reaction mixture was stirred on an oil bath at 90° C. for 2 hours. After being cooled, the reaction mixture was adjusted to pH 2.2 with dilute hydrochloric acid. The crystals so precipitated were separated by filtration to obtain a yield of 1.2 g of the desired compound. This compound mel...